From a dataset of the Open Reaction Database (ORD), a public repository of structured organic reaction records. describe an organic reaction: reactants, conditions, products, and yield Product: O=c1cc(-c2ccccc2)oc2cc(N3CCCCC3)cc(O)c12. RXN SMILES: [CH2:27]1[CH2:28][CH2:29][NH:30][CH2:31][CH2:32]1.[CH2:62]1[O:63][CH2:64][CH2:65][CH2:66]1.[CH:105](=[CH:106][C:107]([CH:108]=[CH:109][c:110]1[cH:111][cH:112][cH:113][cH:114][cH:115]1)=[O:116])[c:117]1[cH:118][cH:119][cH:120][cH:121][cH:122]1.[CH:69](=[CH:70][C:71]([CH:72]=[CH:73][c:74]1[cH:75][cH:76][cH:77][cH:78][cH:79]1)=[O:80])[c:81]1[cH:82][cH:83][cH:84][cH:85][cH:86]1.[CH:87](=[CH:88][C:89]([CH:90]=[CH:91][c:92]1[cH:93][cH:94][cH:95][cH:96][cH:97]1)=[O:98])[c:99]1[cH:100][cH:101][cH:102][cH:103][cH:104]1.[K+:59].[K+:60].[K+:61].[OH:1][c:2]1[c:3]2[c:4](=[O:26])[cH:5][c:6](-[c:20]3[cH:21][cH:22][cH:23][cH:24][cH:25]3)[o:7][c:8]2[cH:9][c:10]([O:12][S:13]([C:14]([F:15])([F:16])[F:17])(=[O:18])=[O:19])[cH:11]1.[P:54]([O-:55])([O-:56])([O-:57])=[O:58].[Pd:67].[Pd:68].[c:33]1(-[c:34]2[cH:35][cH:36][cH:37][cH:38][cH:39]2)[cH:40][cH:41][cH:42][cH:43][c:44]1[P:45]([C:46]([CH3:47])([CH3:48])[CH3:49])[C:50]([CH3:51])([CH3:52])[CH3:53]>>[OH:1][c:2]1[c:3]2[c:4](=[O:26])[cH:5][c:6](-[c:20]3[cH:21][cH:22][cH:23][cH:24][cH:25]3)[o:7][c:8]2[cH:9][c:10]([N:30]2[CH2:29][CH2:28][CH2:27][CH2:32][CH2:31]2)[cH:11]1. The reactants are C1CCNCC1, C1CCOC1, O=C(C=Cc1ccccc1)C=Cc1ccccc1, O=C(C=Cc1ccccc1)C=Cc1ccccc1, O=C(C=Cc1ccccc1)C=Cc1ccccc1, [K+], [K+], [K+], O=c1cc(-c2ccccc2)oc2cc(OS(=O)(=O)C(F)(F)F)cc(O)c12, O=P([O-])([O-])[O-], [Pd], [Pd], CC(C)(C)P(c1ccccc1-c1ccccc1)C(C)(C)C. The reactants are C1(CCCCC1)C1CC(CC1)=O (3-Cyclohexyl-cyclopentanone), [NH4+].[Cl-] (NH4Cl), cuprous iodide, Cl (HCl), C1(C=CCC1)=O (cyclopent-2-ene-1-one), ice, C1(CCCCC1)Cl (cyclohexyl chloride), [Mg] (magnesium), II (iodine), N (ammonia). The solvent is O (water), O1CCCC1 (tetrahydrofurane). Run at time 1 hour. Product: C1(CCCCC1)C1CCC(=O)OC1 (4-cyclohexyl-pentanolide). Yield: 60.0%. RXN SMILES: [CH:1]1([CH:7]2[CH2:11][CH2:10][C:9](=[O:12])[CH2:8]2)[CH2:6][CH2:5][CH2:4][CH2:3][CH2:2]1.C1(Cl)CCCCC1.[Mg].II.C1(=[O:28])CCC=C1.Cl.N.[NH4+].[Cl-]>O1CCCC1.O>[CH:1]1([CH:7]2[CH2:8][O:12][C:9](=[O:28])[CH2:10][CH2:11]2)[CH2:2][CH2:3][CH2:4][CH2:5][CH2:6]1 |f:7.8|. Procedure: 3-Cyclohexyl-cyclopentanone used hereinabove as starting material was prepared as indicated hereinafter: 16.6 g (0.148 Mole) of cyclohexyl chloride were added dropwise to 3.6 g (0.150 atome-g) of magnesium metal in a 250 ml vessel, under nitrogen atmosphere and in the presence of a iodine cristal. The reaction mixture was heated to reflux for 1 hour, then cooled to 0° and 1.42 g (0.074 Mole) of cuprous iodide were added thereto. After cooling the reaction mixture at -8°, 5.74 g (0.070 Mole) of c... Product: CCOC(=O)c1cc2occ(Cl)c2[nH]1. RXN SMILES: [Br:1][c:2]1[cH:3][o:4][c:5]2[c:6]1[nH:7][c:8]([C:10](=[O:11])[O:12][CH2:13][CH3:14])[cH:9]2.[CH3:29][CH2:30][CH2:31][CH2:32][CH2:33][CH2:34][CH3:35].[CH3:36][CH2:37][O:38][C:39]([CH3:40])=[O:41].[Cl:15][c:16]1[c:17]2[nH:18][c:19]([C:20]([O:21][CH2:22][CH3:23])=[O:24])[cH:25][c:26]2[s:27][cH:28]1>>[c:2]1([Cl:15])[cH:3][o:4][c:5]2[c:6]1[nH:7][c:8]([C:10](=[O:11])[O:12][CH2:13][CH3:14])[cH:9]2. The reactants are CCOC(=O)c1cc2occ(Br)c2[nH]1, CCCCCCC, CCOC(C)=O, CCOC(=O)c1cc2scc(Cl)c2[nH]1. Reactants: N1=CSC=2C=CC=CC12, IC1COC1. Reagents/catalysts: O=S(=O)(O)O, OO, [Fe].O=S(=O)(O)O.O. Run in O, O=S(C)C. Conditions: temperature 60 celsius, time 2 hour. Yields the product N=1C=2C=CC=CC2SC1C3COC3. The yield is 30.0%. Procedure details: H2O2 (30% in H2O; 0.31 mL, 3.0 mmol) was added dropwise over 1-2 min  to  a  stirred  solution  of  benzothiazole  1f  (108  μL,  1.0  mmol),  concentrated  H2SO4  (107  μL,  2.0  mmol),  3-iodooxetane  (368  mg,  2.0  mmol)  and  iron(II)  sulfate  heptahydrate  (80  mg,  0.3  mmol)  in  DMSO  (10  mL)  at  60  °C.  After  1-2  min  a  further  portion  of  iron(II)  sulfate  heptahydrate  (80  mg,  0.3  mmol) was added and the mixture was stirred at 60 °C for 30 min. Further H2O2 (0.31 mL, 3.0... Reactants: c1c(c(cc(n1)C(N[C@@H]1[C@H](COCC1)O)=O)Cc1ccc(cc1)c1cscn1)C. Reagents/catalysts: c1ccc(cc1)-c2c3ccccc3cc4ccccc24 (9-Phenylanthracene), C1=CC(=CC(=C1)Cl)C(=O)OO (mCPBA). The solvent is CC#N  (MeCN), C(CCl)Cl (DCE). Run at temperature 25 celsius, time 18 hour. The product is Cc1cnc(cc1C(=O)c2ccc(cc2)c3cscn3)C(=O)N[C@H]4CCOC[C@@H]4O. Reaction SMILES: [CH3:1][c:2]1[c:7]([CH2:8][c:9]2[cH:14][cH:13][c:12]([c:15]3[n:19][cH:18][s:17][cH:16]3)[cH:11][cH:10]2)[cH:6][c:5]([C:20]([NH:22][C@@H:23]4[C@@H:28]([OH:29])[CH2:27][O:26][CH2:25][CH2:24]4)=[O:21])[n:4][cH:3]1>>[CH3:1][c:2]1[c:7]([C:8]([c:9]2[cH:14][cH:13][c:12]([c:15]3[n:19][cH:18][s:17][cH:16]3)[cH:11][cH:10]2)=O)[cH:6][c:5]([C:20]([NH:22][C@@H:23]4[C@@H:28]([OH:29])[CH2:27][O:26][CH2:25][CH2:24]4)=[O:21])[n:4][cH:3]1. The reactants are [Al+3], [Cl-], [Cl-], [Cl-], O=C(O)CCc1cccc(Cl)c1Cl, O=C1CCc2ccc(Cl)c(Cl)c21, ClCCl, O=S(Cl)Cl. The product is O=C1CCc2c1ccc(Cl)c2Cl. Reaction SMILES: [Al+3:31].[Cl-:30].[Cl-:32].[Cl-:33].[Cl:13][c:14]1[c:15]([CH2:21][CH2:22][C:23](=[O:24])[OH:25])[cH:16][cH:17][cH:18][c:19]1[Cl:20].[Cl:1][c:2]1[c:3]([Cl:4])[c:5]2[c:6]([cH:11][cH:12]1)[CH2:7][CH2:8][C:9]2=[O:10].[Cl:34][CH2:35][Cl:36].[S:26]([Cl:27])([Cl:28])=[O:29]>>[Cl:13][c:14]1[c:15]2[c:16]([cH:17][cH:18][c:19]1[Cl:20])[C:23](=[O:25])[CH2:22][CH2:21]2. Starting materials: Cl (hydrochloric acid), COC(=O)C=1C=C2C(=NC=NC2=CC1)O (4-Hydroxyquinazoline-6-carboxylic acid methyl ester), O1CCCC1 (tetrahydrofuran), Cl.CNOC (N,O-dimethylhydroxylamine hydrochloride), iPrMgCl tetrahydrofuran, C([O-])(O)=O.[Na+] (sodium bicarbonate). Conditions: time 30 minute. Yields the product COCNC(=O)C=1C=C2C(=NC=NC2=CC1)O (4-hydroxyquinazoline-6-carboxylic acid methoxymethylamide). As a reaction SMILES: CO[C:3]([C:5]1[CH:6]=[C:7]2[C:12](=[CH:13][CH:14]=1)[N:11]=[CH:10][N:9]=[C:8]2[OH:15])=[O:4].Cl.C[NH:18]OC.Cl.C(=O)(O)[O-].[Na+].[O:27]1[CH2:31]CC[CH2:28]1>>[CH3:28][O:27][CH2:31][NH:18][C:3]([C:5]1[CH:6]=[C:7]2[C:12](=[CH:13][CH:14]=1)[N:11]=[CH:10][N:9]=[C:8]2[OH:15])=[O:4] |f:1.2,4.5|. Procedure details: 4-Hydroxyquinazoline-6-carboxylic acid methyl ester (XII-1, 4.0 g) was dissolved in tetrahydrofuran (120 ml), N,O-dimethylhydroxylamine hydrochloride (5.7 g) was added, and 2 mol/L iPrMgCl tetrahydrofuran solution (59 ml) was added dropwise over 30 minutes. After completion of addition, the mixture was stirred for 30 minutes under ice cooling and, after completion of the reaction, 40 ml of 2 mol/L hydrochloric acid was added dropwise. The mixture was neutralized with aqueous saturated sodium bic... The reactants are N (ammonia), amine, CC(C)CCCC(C)CCCC(C)CCCC(C)(C=C)O (isophytol). The product is CC(C)CCCC(C)CCCC(C)CCCC(C)(C#C)O (dehydroisophytol), amine, N (ammonia). As a reaction SMILES: [CH3:1][CH:2]([CH2:4][CH2:5][CH2:6][CH:7]([CH2:9][CH2:10][CH2:11][CH:12]([CH2:14][CH2:15][CH2:16][C:17]([OH:21])([CH:19]=[CH2:20])[CH3:18])[CH3:13])[CH3:8])[CH3:3].[NH3:22]>>[CH3:3][CH:2]([CH2:4][CH2:5][CH2:6][CH:7]([CH2:9][CH2:10][CH2:11][CH:12]([CH2:14][CH2:15][CH2:16][C:17]([OH:21])([C:19]#[CH:20])[CH3:18])[CH3:13])[CH3:8])[CH3:1].[NH3:22]. Reported procedure: The isophytol, pretreated according to the invention with ammonia or an amine, which is employed as the starting material may also be a product obtained by catalytic hydrogenation of dehydroisophytol in the presence of an amine or ammonia. The reactants are NC1=NC2=CC=C(C=C2C(=C1C#N)Cl)N1CCN(CC1)CC1=CC=CC=C1 (2-amino-3-cyano-4-chloro-6-(4-benzylpiperazin-1-yl)quinoline), C(C1=CC=CC=C1)N (benzylamine). Run in O (water). The product is NC1=NC2=CC=C(C=C2C(=C1C#N)NCC1=CC=CC=C1)N1CCN(CC1)CC1=CC=CC=C1 (2-Amino-3-cyano-4-benzylamino-6-(4-benzylpiperazin-1-yl)quinoline). RXN SMILES: [NH2:1][C:2]1[C:11]([C:12]#[N:13])=[C:10](Cl)[C:9]2[C:4](=[CH:5][CH:6]=[C:7]([N:15]3[CH2:20][CH2:19][N:18]([CH2:21][C:22]4[CH:27]=[CH:26][CH:25]=[CH:24][CH:23]=4)[CH2:17][CH2:16]3)[CH:8]=2)[N:3]=1.[CH2:28]([NH2:35])[C:29]1[CH:34]=[CH:33][CH:32]=[CH:31][CH:30]=1>O>[NH2:1][C:2]1[C:11]([C:12]#[N:13])=[C:10]([NH:35][CH2:28][C:29]2[CH:34]=[CH:33][CH:32]=[CH:31][CH:30]=2)[C:9]2[C:4](=[CH:5][CH:6]=[C:7]([N:15]3[CH2:20][CH2:19][N:18]([CH2:21][C:22]4[CH:27]=[CH:26][CH:25]=[CH:24][CH:23]=4)[CH2:17][CH2:16]3)[CH:8]=2)[N:3]=1. Procedure: 14 g of 2-amino-3-cyano-4-chloro-6-(4-benzylpiperazin-1-yl)quinoline and 28 mL of benzylamine are stirred at 125° C. for 4 hours. The reaction mixture is poured onto 100 mL of water. The precipitated material is filtered off, washed with 2×50 mL of water. After drying 8 g of the title compound is obtained, m.p.: 202° C.